From a dataset of the Open Reaction Database (ORD), a public repository of structured organic reaction records. describe an organic reaction: reactants, conditions, products, and yield Reactants: C(C)(CC)C1=CC=C(C=C1)NCC1=CC=C(C=C1)C(C)(C)C (N-(4-sec-butylphenyl)-4-tert-butylbenzylamine), Cl (HCl). Run in C(C)OCC (diethylether), CCOCC (ether). Run at temperature 25 celsius, time 10 minute. The product is C(C)(CC)C1=CC=C(C=C1)NCC1=CC=C(C=C1)C(C)(C)C.Cl (N-(4-sec-butylphenyl)-4-tert-butylbenzylamine·HCl). As a reaction SMILES: [CH:1]([C:5]1[CH:10]=[CH:9][C:8]([NH:11][CH2:12][C:13]2[CH:18]=[CH:17][C:16]([C:19]([CH3:22])([CH3:21])[CH3:20])=[CH:15][CH:14]=2)=[CH:7][CH:6]=1)([CH2:3][CH3:4])[CH3:2].[ClH:23]>C(OCC)C>[CH:1]([C:5]1[CH:10]=[CH:9][C:8]([NH:11][CH2:12][C:13]2[CH:14]=[CH:15][C:16]([C:19]([CH3:21])([CH3:20])[CH3:22])=[CH:17][CH:18]=2)=[CH:7][CH:6]=1)([CH2:3][CH3:4])[CH3:2].[ClH:23] |f:3.4|. Procedure details: To a solution of N-(4-sec-butylphenyl)-4-tert-butylbenzylamine (4.5 g) in diethylether (10 mL) was added ether at HCl solution at 4° C., then the reaction mixture was stirred at 25° C. for 10 minutes. The resulting solution was the evaporated and dried under vacuum to afford 4.7 g of N-(4-sec-butylphenyl)-4-tert-butylbenzylamine·HCl.